From a dataset of the Open Reaction Database (ORD), a public repository of structured organic reaction records. describe an organic reaction: reactants, conditions, products, and yield Reactants: CC(C)(C)OC(=O)NCC1CCNCC1, CCN(C(C)C)C(C)C, Clc1nsnc1Cl, Cl, CN(C)C=O. Yields the product CC(C)(C)OC(=O)NCC1CCN(c2nsnc2Cl)CC1. As a reaction SMILES: [C:1]([CH3:2])([CH3:3])([CH3:4])[O:5][C:6](=[O:7])[NH:8][CH2:9][CH:10]1[CH2:11][CH2:12][NH:13][CH2:14][CH2:15]1.[CH:23]([N:24]([CH2:25][CH3:26])[CH:27]([CH3:28])[CH3:29])([CH3:30])[CH3:31].[Cl:16][c:17]1[n:18][s:19][n:20][c:21]1[Cl:22].[ClH:37].[O:32]=[CH:33][N:34]([CH3:35])[CH3:36]>>[C:1]([CH3:2])([CH3:3])([CH3:4])[O:5][C:6](=[O:7])[NH:8][CH2:9][CH:10]1[CH2:11][CH2:12][N:13]([c:21]2[c:17]([Cl:16])[n:18][s:19][n:20]2)[CH2:14][CH2:15]1. The reactants are [K+], [K+], Nc1c(Nc2cccnc2)c(=O)c1=O, O=C([O-])[O-], CC(C)(C)C(NC(=O)c1cccc(I)c1)n1nnc2ccccc21. Product: CC(C)(C)C(NC(=O)c1cccc(I)c1)Nc1c(Nc2cccnc2)c(=O)c1=O. As a reaction SMILES: [K+:39].[K+:40].[NH2:1][c:2]1[c:3](=[O:14])[c:4](=[O:13])[c:5]1[NH:6][c:7]1[cH:8][n:9][cH:10][cH:11][cH:12]1.[O-:41][C:42]([O-:43])=[O:44].[n:15]1([CH:24]([C:25]([CH3:26])([CH3:27])[CH3:28])[NH:29][C:30]([c:31]2[cH:32][c:33]([I:37])[cH:34][cH:35][cH:36]2)=[O:38])[c:16]2[cH:17][cH:18][cH:19][cH:20][c:21]2[n:22][n:23]1>>[NH:1]([c:2]1[c:3](=[O:14])[c:4](=[O:13])[c:5]1[NH:6][c:7]1[cH:8][n:9][cH:10][cH:11][cH:12]1)[CH:24]([C:25]([CH3:26])([CH3:27])[CH3:28])[NH:29][C:30]([c:31]1[cH:32][c:33]([I:37])[cH:34][cH:35][cH:36]1)=[O:38]. Reactants: CCCC(=O)c1ccc2c(c1)sc(=O)n2CCOc1ccc(CC(C(=O)OC)C(=O)OC)cc1, CCCCCC. Product: CCCCc1ccc2c(c1)sc(=O)n2CCOc1ccc(CC(C(=O)OC)C(=O)OC)cc1. Reaction SMILES: [C:1]([CH2:2][CH2:3][CH3:4])(=[O:5])[c:6]1[cH:7][c:8]2[c:9]([n:10]([CH2:14][CH2:15][O:16][c:17]3[cH:18][cH:19][c:20]([CH2:21][CH:22]([C:23](=[O:24])[O:25][CH3:26])[C:27](=[O:28])[O:29][CH3:30])[cH:31][cH:32]3)[c:11](=[O:13])[s:12]2)[cH:33][cH:34]1.[CH3:35][CH2:36][CH2:37][CH2:38][CH2:39][CH3:40]>>[CH2:1]([CH2:2][CH2:3][CH3:4])[c:6]1[cH:7][c:8]2[c:9]([n:10]([CH2:14][CH2:15][O:16][c:17]3[cH:18][cH:19][c:20]([CH2:21][CH:22]([C:23](=[O:24])[O:25][CH3:26])[C:27](=[O:28])[O:29][CH3:30])[cH:31][cH:32]3)[c:11](=[O:13])[s:12]2)[cH:33][cH:34]1.